The task is: describe an organic reaction: reactants, conditions, products, and yield. This data is from the Open Reaction Database (ORD), a public repository of structured organic reaction records. Reactants: Cc1c(Br)cc(-c2nc(-c3ccccc3)no2)cc1Br, CC(C)(C)OC(=O)N1CCNCC1, CC(C)(C)[O-], Cc1ccccc1, [Na+], O=C(C=Cc1ccccc1)C=Cc1ccccc1, O=C(C=Cc1ccccc1)C=Cc1ccccc1, O=C(C=Cc1ccccc1)C=Cc1ccccc1, [Pd], [Pd], c1ccc(P(c2ccccc2)c2ccc3ccccc3c2-c2c(P(c3ccccc3)c3ccccc3)ccc3ccccc23)cc1. The product is Cc1c(Br)cc(-c2nc(-c3ccccc3)no2)cc1N1CCN(C(=O)OC(C)(C)C)CC1. Reaction SMILES: [Br:1][c:2]1[cH:3][c:4](-[c:10]2[n:11][c:12](-[c:15]3[cH:16][cH:17][cH:18][cH:19][cH:20]3)[n:13][o:14]2)[cH:5][c:6]([Br:9])[c:7]1[CH3:8].[C:21](=[O:22])([O:23][C:24]([CH3:25])([CH3:26])[CH3:27])[N:28]1[CH2:29][CH2:30][NH:31][CH2:32][CH2:33]1.[CH3:34][C:35]([CH3:36])([O-:37])[CH3:38].[CH3:86][c:87]1[cH:88][cH:89][cH:90][cH:91][cH:92]1.[Na+:39].[O:113]=[C:114]([CH:115]=[CH:116][c:117]1[cH:118][cH:119][cH:120][cH:121][cH:122]1)[CH:123]=[CH:124][c:125]1[cH:126][cH:127][cH:128][cH:129][cH:130]1.[O:131]=[C:132]([CH:133]=[CH:134][c:135]1[cH:136][cH:137][cH:138][cH:139][cH:140]1)[CH:141]=[CH:142][c:143]1[cH:144][cH:145][cH:146][cH:147][cH:148]1.[O:95]=[C:96]([CH:97]=[CH:98][c:99]1[cH:100][cH:101][cH:102][cH:103][cH:104]1)[CH:105]=[CH:106][c:107]1[cH:108][cH:109][cH:110][cH:111][cH:112]1.[Pd:93].[Pd:94].[cH:40]1[cH:41][cH:42][c:43]([P:44]([c:45]2[cH:46][cH:47][c:48]3[c:49]([cH:50][cH:51][cH:52][cH:53]3)[c:54]2-[c:55]2[c:56]3[c:57]([cH:58][cH:59][cH:60][cH:61]3)[cH:62][cH:63][c:64]2[P:65]([c:66]2[cH:67][cH:68][cH:69][cH:70][cH:71]2)[c:72]2[cH:73][cH:74][cH:75][cH:76][cH:77]2)[c:78]2[cH:79][cH:80][cH:81][cH:82][cH:83]2)[cH:84][cH:85]1>>[c:2]1([N:31]2[CH2:30][CH2:29][N:28]([C:21](=[O:22])[O:23][C:24]([CH3:25])([CH3:26])[CH3:27])[CH2:33][CH2:32]2)[cH:3][c:4](-[c:10]2[n:11][c:12](-[c:15]3[cH:16][cH:17][cH:18][cH:19][cH:20]3)[n:13][o:14]2)[cH:5][c:6]([Br:9])[c:7]1[CH3:8]. Starting materials: ClC=1C=C2CCC(C2=C(C1)Cl)N (5,7-dichloro-2,3-dihydro-1H-inden-1-amine), ClC=1C=CC=C2CCC(C12)=O (7-chloro-1-indanone). The product is ClC=1C=CC=C2CCC(C12)N (7-chloro-2,3-dihydro-1H-inden-1-amine). Reaction SMILES: Cl[C:2]1[CH:3]=[C:4]2[C:8](=[C:9]([Cl:11])[CH:10]=1)[CH:7]([NH2:12])[CH2:6][CH2:5]2.ClC1C=CC=C2C=1C(=O)CC2>>[Cl:11][C:9]1[CH:10]=[CH:2][CH:3]=[C:4]2[C:8]=1[CH:7]([NH2:12])[CH2:6][CH2:5]2. Reported procedure: This compound was prepared using a method analogous to that of 5,7-dichloro-2,3-dihydro-1H-inden-1-amine (A.2.13), 7-chloro-1-indanone replacing 5,7-dichloro-1-indanone. The reactants are FC=1C=[N+](C=CC1[N+](=O)[O-])[O-] (3-fluoro-4-nitropyridine-N-oxide), NC1=CC2=CC=CC=C2C=C1 (2-aminonaphthalene), C(C)O (ethanol). Reaction conditions: temperature 70 celsius, time 1 hour. Product: C1=C(C=CC2=CC=CC=C12)[NH+](C=1C=NC=CC1[N+](=O)[O-])[O-] (N-(2-Naphthyl)-4-nitro-3-pyridinamine-N-oxide). Reaction SMILES: F[C:2]1[CH:3]=[N+:4]([O-])[CH:5]=[CH:6][C:7]=1[N+:8]([O-:10])=[O:9].[NH2:12][C:13]1[CH:22]=[CH:21][C:20]2[C:15](=[CH:16][CH:17]=[CH:18][CH:19]=2)[CH:14]=1.C([OH:25])C>>[CH:14]1[C:15]2[C:20](=[CH:19][CH:18]=[CH:17][CH:16]=2)[CH:21]=[CH:22][C:13]=1[NH+:12]([O-:25])[C:2]1[CH:3]=[N:4][CH:5]=[CH:6][C:7]=1[N+:8]([O-:10])=[O:9]. Procedure details: To 150 ml of ethanol were added 3-fluoro-4-nitropyridine-N-oxide (7.0 g) and 2-aminonaphthalene (6.6 g) and the mixture was heated to 70° C. and stirred for one hour. The mixture was cooled and filtered and the solid collected to yield a solid (11.5 g). A 2.5 g portion of this material was triturated with methanol to yield a solid, 2.5 g, m.p. 222°-224° C. The reactants are C(C1=CC=CC=C1)OC=1C(=NN2C1C(NCCC2)=O)C(=O)O (3-benzyloxy-4-oxo-5,6,7,8-tetrahydro-4H-pyrazolo[1,5-a][1,4]diazepine-2-carboxylic acid), FC1=CC=C(CN)C=C1 (4-fluorobenzylamine). Reaction conditions: time 10 minute. Product: FC1=CC=C(CNC(=O)C2=NN3C(C(NCCC3)=O)=C2O)C=C1 (N-(4-Fluorobenzyl)-3-hydroxy-4-oxo-5,6,7,8-tetrahydro-4H-pyrazolo[1,5-a][1,4]diazepine-2-carboxamide). Reaction SMILES: C([O:8][C:9]1[C:10]([C:20]([OH:22])=O)=[N:11][N:12]2[CH2:18][CH2:17][CH2:16][NH:15][C:14](=[O:19])[C:13]=12)C1C=CC=CC=1.[F:23][C:24]1[CH:31]=[CH:30][C:27]([CH2:28][NH2:29])=[CH:26][CH:25]=1>>[F:23][C:24]1[CH:31]=[CH:30][C:27]([CH2:28][NH:29][C:20]([C:10]2[C:9]([OH:8])=[C:13]3[C:14](=[O:19])[NH:15][CH2:16][CH2:17][CH2:18][N:12]3[N:11]=2)=[O:22])=[CH:26][CH:25]=1. Procedure details: The title compound was prepared from 3-benzyloxy-4-oxo-5,6,7,8-tetrahydro-4H-pyrazolo[1,5-a][1,4]diazepine-2-carboxylic acid using a procedure similar to that found in Example 13, Step 3, except that 4-fluorobenzylamine was used in place of 4-fluoro-N-methylbenzylamine and the reaction time totaled 10 minutes. Purification by reverse phase chromatography was not necessary. 1H NMR (400 MHz, CDCl3) δ 7.26-7.22 (m, 7H), 7.01-6.96 (m, 2H), 6.15 (br s, 1H), 5.30 (s, 2H), 4.57-4.55 (d, 2H), 4.46-4.43 ... Reactants: CC1(OC[C@H](O1)COC1=C(C(=[N+](C=C1)[O-])C)C)C (4-(((4R)-2,2-dimethyl-1,3-dioxolan-4-yl)methoxy)-2,3-dimethylpyridine1-oxide), C(C)(=O)OC(C)=O (acetic anhydride). Conditions: temperature 80 celsius, time 1 hour. The product is CC1(OC[C@H](O1)COC1=C(C(=NC=C1)CO)C)C ((4-(((4R)-2,2-dimethyl-1,3-dioxolan-4-yl)methoxy)-3-methylpyridin-2-yl)methanol). The yield is 41.9%. As a reaction SMILES: [CH3:1][C:2]1([CH3:18])[O:6][C@H:5]([CH2:7][O:8][C:9]2[CH:14]=[CH:13][N+:12]([O-])=[C:11]([CH3:16])[C:10]=2[CH3:17])[CH2:4][O:3]1.C(OC(=O)C)(=[O:21])C>>[CH3:1][C:2]1([CH3:18])[O:6][C@H:5]([CH2:7][O:8][C:9]2[CH:14]=[CH:13][N:12]=[C:11]([CH2:16][OH:21])[C:10]=2[CH3:17])[CH2:4][O:3]1. Procedure: The 4-(((4R)-2,2-dimethyl-1,3-dioxolan-4-yl)methoxy)-2,3-dimethylpyridine1-oxide (10.5 g, 41.5 mmol) obtained in the step (14a) was mixed with acetic anhydride (20 ml). The mixture was stirred at 80° C. for one hour. After cooled to room temperature, the reaction mixture was concentrated under reduced pressure. To the residue, methanol (40 ml) and a 5N aqueous sodium hydroxide solution (20 ml) were added and the mixture was stirred at room temperature for 1.5 hours. The reaction mixture was conc... Reactants: NC=1C=C2C(=CN1)NC=C2 (5-Amino-1H-pyrrolo[2,3-c]pyridine), C(=O)NNC=O (diformylhydrazine), CN(C)C=O (DMF), C(C)(=O)OCC (ethyl acetate). Solvent: O (water). Run at time 15 minute. Product: N=1N=CN(C1)C=1C=C2C(=CN1)NC=C2 (5-(1,2,4-Triazol-4-yl)-1H-pyrrolo[2,3-c]pyridine). Isolated yield 59.4%. RXN SMILES: [NH2:1][C:2]1[CH:3]=[C:4]2[CH:10]=[CH:9][NH:8][C:5]2=[CH:6][N:7]=1.[CH:11]([NH:13][NH:14][CH:15]=O)=O.CN(C=O)C.C(OCC)(=O)C>O>[N:13]1[N:14]=[CH:15][N:1]([C:2]2[CH:3]=[C:4]3[CH:10]=[CH:9][NH:8][C:5]3=[CH:6][N:7]=2)[CH:11]=1. Procedure: 5-Amino-1H-pyrrolo[2,3-c]pyridine (2 g, 15 mmol), diformylhydrazine (1.32 g, 15 mmol) and dry DMF (1.5 mL) were heated at 170° C. under nitrogen for 4 hours. After cooling, ethyl acetate (10 mL) and water (10 mL) were added. The mixture was stirred vigorously for 15 min. The resulting precipitate was collected by filtration, and chromatographed on silica eluting with a gradient of 5 to 7 to 10% MeOH in DCM to give a yellow solid. This was triturated with ether to give the title compound (1.65 g,...